From a dataset of the Open Reaction Database (ORD), a public repository of structured organic reaction records. describe an organic reaction: reactants, conditions, products, and yield Product: FC=1C=C(C=NC1)C=1SC(=CN1)C1=CC=CC(=N1)C(OC)=N (Methyl 6-[2-(5-fluoropyridin-3-yl)-1,3-thiazol-5-yl]pyridine-2-carboximidoate). Starting materials: FC=1C=C(C=NC1)C=1SC(=CN1)C1=CC=CC(=N1)C#N (6-[2-(5-Fluoropyridin-3-yl)-1,3-thiazol-5-yl]pyridine-2-carbonitrile), C[O-].[Na+] (sodium methoxide), ClCCl (dichloromethane). Procedure: 6-[2-(5-Fluoropyridin-3-yl)-1,3-thiazol-5-yl]pyridine-2-carbonitrile (0.33 g, 1.17 mmol) and sodium methoxide (0.13 g, 0.23 mmol) were stirred in methanol (10 ml) and dichloromethane (10 ml) at room temperature for 3 d. The precipitated solid was filtered off and the solvent of the filtrate was removed under reduced pressure. The residue was dissolved in dichloromethane and filtered through Celite. The solvent of the filtrate was removed under reduced pressure. This gave 0.32 g (83% of theory) o... Run in CO (methanol). RXN SMILES: [F:1][C:2]1[CH:3]=[C:4]([C:8]2[S:9][C:10]([C:13]3[N:18]=[C:17]([C:19]#[N:20])[CH:16]=[CH:15][CH:14]=3)=[CH:11][N:12]=2)[CH:5]=[N:6][CH:7]=1.[CH3:21][O-:22].[Na+].ClCCl>CO>[F:1][C:2]1[CH:3]=[C:4]([C:8]2[S:9][C:10]([C:13]3[N:18]=[C:17]([C:19](=[NH:20])[O:22][CH3:21])[CH:16]=[CH:15][CH:14]=3)=[CH:11][N:12]=2)[CH:5]=[N:6][CH:7]=1 |f:1.2|. Reactants: FC1=CC2=C(C(=NO2)C2=CC=C(C=C2)OC[C@@H]2OC2)C=C1 ((R)-6-fluoro-3-(4-oxiranylmethoxy-phenyl)-benzo[d]isoxazole), CN(C=O)C (dimethylformamide). Run in C(C1=CC=CC=C1)C1CCNCC1 (4-benzylpiperidine), C(C)O (ethanol). Yields the product C(C1=CC=CC=C1)C1CCN(CC1)C[C@H](COC1=CC=C(C=C1)C1=NOC2=C1C=CC(=C2)F)O ((R)-1-(4-benzyl-piperidin-1-yl)-3-[4-(6-fluoro-benzo[d]isoxazol-3-yl)-phenoxy]-propan-2-ol). Reaction SMILES: [F:1][C:2]1[CH:21]=[CH:20][C:5]2[C:6]([C:9]3[CH:14]=[CH:13][C:12]([O:15][CH2:16][C@H:17]4[CH2:19][O:18]4)=[CH:11][CH:10]=3)=[N:7][O:8][C:4]=2[CH:3]=1.[CH3:22][N:23]([CH3:26])C=O>C(C1CCNCC1)C1C=CC=CC=1.C(O)C>[CH2:6]([CH:9]1[CH2:14][CH2:26][N:23]([CH2:19][C@@H:17]([OH:18])[CH2:16][O:15][C:12]2[CH:13]=[CH:14][C:9]([C:6]3[C:5]4[CH:20]=[CH:21][C:2]([F:1])=[CH:3][C:4]=4[O:8][N:7]=3)=[CH:10][CH:11]=2)[CH2:22][CH2:10]1)[C:5]1[CH:20]=[CH:21][CH:2]=[CH:3][CH:4]=1. Procedure details: The title compound is prepared from a mixture of (R)-6-fluoro-3-(4-oxiranylmethoxy-phenyl)-benzo[d]isoxazole in dimethylformamide and 4-benzylpiperidine in ethanol essentially as described above in Example 21. Purity by LC/MS=99%, [M+H]+=461. The reactants are CON=C(C(=O)OCC)C(C)=O (ethyl 2-methoxyimino-3-oxo-butyrate), [OH-].[Na+] (sodium hydroxide). Solvent: C(C)O (ethanol). Run at temperature 4 celsius. The product is CON=C(C(=O)O)C(C)=O (2-methoxyimino-3-oxo-butyric acid). As a reaction SMILES: [CH3:1][O:2][N:3]=[C:4]([C:10](=[O:12])[CH3:11])[C:5]([O:7]CC)=[O:6].[OH-].[Na+]>C(O)C>[CH3:1][O:2][N:3]=[C:4]([C:10](=[O:12])[CH3:11])[C:5]([OH:7])=[O:6] |f:1.2|. Procedure details: A mixture of ethyl 2-methoxyimino-3-oxo-butyrate, syn isomer (52 g), ethanol (300 cc) and 1 N sodium hydroxide solution (330 cc) is heated under reflux for 15 hours. The mixture is concentrated by evaporation of ethanol at 20° C. under a pressure of 20 mm Hg (2.7 kPa) and is then extracted with methylene chloride (150 cc). The aqueous phase is treated with animal charcoal (1 g), filtered, saturated with sodium chloride, cooled to 4° C. and acidified to pH2 with 2 N hydrochloric acid in the prese... Reactants: CN(C1=CC=CC=C1)C=O (N-methylformanilide), P(=O)(Cl)(Cl)Cl (phosphorus oxychloride), C(C)(=O)[O-].[Na+] (sodium acetate), COC(=O)C=1C=2C=CNC2C=CC1 (4-indolecarboxylic acid methyl ester). Run in C(CCl)Cl (ethylene dichloride), ice water, C(CCl)Cl (ethylene dichloride). Conditions: time 2 hour. Product: COC(=O)C=1C=2C(=CNC2C=CC1)C=O (3-Formylindole-4-carboxylic acid methyl ester). RXN SMILES: CN([CH:9]=[O:10])C1C=CC=CC=1.P(Cl)(Cl)(Cl)=O.[CH3:16][O:17][C:18]([C:20]1[C:21]2[CH:22]=[CH:23][NH:24][C:25]=2[CH:26]=[CH:27][CH:28]=1)=[O:19].C([O-])(=O)C.[Na+]>C(Cl)CCl>[CH3:16][O:17][C:18]([C:20]1[C:21]2[C:22]([CH:9]=[O:10])=[CH:23][NH:24][C:25]=2[CH:26]=[CH:27][CH:28]=1)=[O:19] |f:3.4|. Procedure: To a stirred mixture of N-methylformanilide (15.6 g) and phosphorus oxychloride (17.7 g) is added ethylene dichloride (75 g) followed by 4-indolecarboxylic acid methyl ester (17.5 g), described by F. C. Uhle, J. Amer. Chem. Soc., 71, 761 (1949). The reaction mixture is stirred at room temperature for 11/2 hr., then at 45° - 50°C for 30 minutes more. The mixture is now poured into a solution of 75 g of sodium acetate in 150 ml of ice-water. More ethylene dichloride is added. The layers are separa... Starting materials: [H-].[Al+3].[Li+].[H-].[H-].[H-] (Lithium aluminium hydride), O1CCCC1 (tetrahydrofuran), C(CCCCCCC)OC1=CC=C(C=C1)C1=CC=C(C=C1)C(=O)O (4'-octyloxybiphenyl-4-carboxylic acid), O (water). Reaction conditions: time 2 hour. The product is C(CCCCCCC)OC1=CC=C(C=C1)C1=CC=C(C=C1)COC1=CC=C(C(=O)OC(CCCC)C)C=C1 (1-methylpentyl 4-(4'-octyloxybiphenyl-4-yl-methoxy)benzoate). Isolated yield 95.0%. Reaction SMILES: [H-].[Al+3].[Li+].[H-].[H-].[H-].[CH2:7]([O:15][C:16]1[CH:21]=[CH:20][C:19]([C:22]2[CH:27]=[CH:26][C:25]([C:28]([OH:30])=O)=[CH:24][CH:23]=2)=[CH:18][CH:17]=1)[CH2:8][CH2:9][CH2:10][CH2:11][CH2:12][CH2:13][CH3:14].[OH2:31].[O:32]1[CH2:36][CH2:35][CH2:34][CH2:33]1>>[CH2:7]([O:15][C:16]1[CH:17]=[CH:18][C:19]([C:22]2[CH:23]=[CH:24][C:25]([CH2:28][O:30][C:7]3[CH:8]=[CH:9][C:35]([C:36]([O:32][CH:21]([CH3:20])[CH2:16][CH2:17][CH2:18][CH3:19])=[O:31])=[CH:34][CH:33]=3)=[CH:26][CH:27]=2)=[CH:20][CH:21]=1)[CH2:8][CH2:9][CH2:10][CH2:11][CH2:12][CH2:13][CH3:14] |f:0.1.2.3.4.5|. Procedure details: Lithium aluminium hydride (5.3 mmols) was suspended in 38 ml of tetrahydrofuran, and 3.1 mmols of 4'-octyloxybiphenyl-4-carboxylic acid were slowly added. After stirring at room temperature for 2 hours, the reaction mixture was charged into a large amount of water, and extracted with dichloromethane. After the extract was dried over anhydrous sodium sulfate, the solvent was evaporated to obtain a final product. Since said product showed 1 spot in thin layer chromatography, it was used in the nex... Starting materials: OCCC1CCCCC1, C[Si](C)(C)CCOCN1C(=O)CN(c2ccc(-n3cc(-c4ccc(Cl)cc4Cl)nc3Cc3ccc(-c4ccc(Cl)nn4)cc3)cc2)S1(=O)=O. Product: C[Si](C)(C)CCOCN1C(=O)CN(c2ccc(-n3cc(-c4ccc(Cl)cc4Cl)nc3Cc3ccc(-c4ccc(OCCC5CCCCC5)nn4)cc3)cc2)S1(=O)=O. As a reaction SMILES: [CH:50]1([CH2:56][CH2:57][OH:58])[CH2:51][CH2:52][CH2:53][CH2:54][CH2:55]1.[Cl:1][c:2]1[cH:3][cH:4][c:5](-[c:8]2[cH:9][cH:10][c:11]([CH2:12][c:13]3[n:14](-[c:26]4[cH:27][cH:28][c:29]([N:32]5[CH2:33][C:34](=[O:47])[N:35]([CH2:39][O:40][CH2:41][CH2:42][Si:43]([CH3:44])([CH3:45])[CH3:46])[S:36]5(=[O:37])=[O:38])[cH:30][cH:31]4)[cH:15][c:16](-[c:18]4[c:19]([Cl:25])[cH:20][c:21]([Cl:24])[cH:22][cH:23]4)[n:17]3)[cH:48][cH:49]2)[n:6][n:7]1>>[c:2]1([O:58][CH2:57][CH2:56][CH:50]2[CH2:51][CH2:52][CH2:53][CH2:54][CH2:55]2)[cH:3][cH:4][c:5](-[c:8]2[cH:9][cH:10][c:11]([CH2:12][c:13]3[n:14](-[c:26]4[cH:27][cH:28][c:29]([N:32]5[CH2:33][C:34](=[O:47])[N:35]([CH2:39][O:40][CH2:41][CH2:42][Si:43]([CH3:44])([CH3:45])[CH3:46])[S:36]5(=[O:37])=[O:38])[cH:30][cH:31]4)[cH:15][c:16](-[c:18]4[c:19]([Cl:25])[cH:20][c:21]([Cl:24])[cH:22][cH:23]4)[n:17]3)[cH:48][cH:49]2)[n:6][n:7]1. Product: C(CCC=C)(=O)N[C@@H]1C(N[C@@H](CSCC2=C(C(OC1)=O)C=C(C=C2O)OC)C(=O)OC)=O (methyl (4R,7S)-7-(pent-4-enoylamino)-1,3,4,5,6,7,8,10-octahydro-14-hydroxy-12-methoxy-6,10-dioxo-9,2,5-benzooxathiaazacyclododecine-4-carboxylate). Starting materials: N[C@@H]1C(N[C@@H](CSCC2=C(C(OC1)=O)C=C(C=C2O[Si](C)(C)C(C)(C)C)OC)C(=O)OC)=O (Methyl (4R, 7S)-7-amino-14-(tert-butyldimethylsilyloxy)-1,3,4,5,6,7,8,10-octahydro-12-methoxy-6,10-dioxo-9,2,5-benzoxathiaazacyciododecine-4-carboxylate), C(C=C)CC(=O)O (allylacetic acid). Reported procedure: Methyl (4R, 7S)-7-amino-14-(tert-butyldimethylsilyloxy)-1,3,4,5,6,7,8,10-octahydro-12-methoxy-6,10-dioxo-9,2,5-benzoxathiaazacyciododecine-4-carboxylate was acylated with allylacetic acid in an analogues manner as described in Example 122 and the protection groups were subsequently cleaved off using the procedure described in Example 13 to yield methyl (4R,7S)-7-(pent-4-enoylamino)-1,3,4,5,6,7,8,10-octahydro-14-hydroxy-12-methoxy-6,10-dioxo-9,2,5-benzooxathiaazacyclododecine-4-carboxylate as a w... RXN SMILES: [NH2:1][C@H:2]1[CH2:13][O:12][C:11](=[O:14])[C:10]2[CH:15]=[C:16]([O:27][CH3:28])[CH:17]=[C:18]([O:19][Si](C(C)(C)C)(C)C)[C:9]=2[CH2:8][S:7][CH2:6][C@@H:5]([C:29]([O:31][CH3:32])=[O:30])[NH:4][C:3]1=[O:33].[CH2:34]([CH2:37][C:38](O)=[O:39])[CH:35]=[CH2:36]>>[C:38]([NH:1][C@H:2]1[CH2:13][O:12][C:11](=[O:14])[C:10]2[CH:15]=[C:16]([O:27][CH3:28])[CH:17]=[C:18]([OH:19])[C:9]=2[CH2:8][S:7][CH2:6][C@@H:5]([C:29]([O:31][CH3:32])=[O:30])[NH:4][C:3]1=[O:33])(=[O:39])[CH2:37][CH2:34][CH:35]=[CH2:36].